From a dataset of the Open Reaction Database (ORD), a public repository of structured organic reaction records. describe an organic reaction: reactants, conditions, products, and yield The reactants are O=C([O-])[O-], ClCCl, COC(=O)c1cccc(I)c1C(=O)OC, COc1cccc(N)c1, Cc1ccccc1, [Cs+], [Cs+]. The product is COC(=O)c1cccc(Nc2cccc(OC)c2)c1C(=O)OC. Reaction SMILES: [C:16](=[O:17])([O-:18])[O-:19].[CH2:38]([Cl:39])[Cl:40].[CH3:1][O:2][C:3]([c:4]1[c:5]([C:6](=[O:7])[O:8][CH3:9])[c:10]([I:14])[cH:11][cH:12][cH:13]1)=[O:15].[CH3:22][O:23][c:24]1[cH:25][c:26]([NH2:30])[cH:27][cH:28][cH:29]1.[CH3:31][c:32]1[cH:33][cH:34][cH:35][cH:36][cH:37]1.[Cs+:20].[Cs+:21]>>[CH3:1][O:2][C:3]([c:4]1[c:5]([C:6](=[O:7])[O:8][CH3:9])[c:10]([NH:30][c:26]2[cH:25][c:24]([O:23][CH3:22])[cH:29][cH:28][cH:27]2)[cH:11][cH:12][cH:13]1)=[O:15]. The reactants are CC1=CC=C(S1)C=1SC(=C(N1)C(=O)O)C (2-(5-methyl-2-thienyl)-5-methyl-4-thiazolecarboxylic acid), C1=CN(C=N1)C(=O)N2C=CN=C2 (CDI), NC1=NN=NN1 (5-aminotetrazole). Solvent: CN(C)C=O (DMF), CN(C)C=O (DMF). Conditions: temperature 70 celsius. Product: CC1=CC=C(S1)C=1SC(=C(N1)C(=O)NC1=NN=NN1)C (2-(5-methyl-2-thienyl)-5-methyl-N-(1H-tetrazole-5-yl)-4-thiazolecarboxamide). The yield is 97.1%. Reaction SMILES: [CH3:1][C:2]1[S:6][C:5]([C:7]2[S:8][C:9]([CH3:15])=[C:10]([C:12](O)=[O:13])[N:11]=2)=[CH:4][CH:3]=1.C1N=CN(C(N2C=NC=C2)=O)C=1.[NH2:28][C:29]1[NH:33][N:32]=[N:31][N:30]=1>CN(C=O)C>[CH3:1][C:2]1[S:6][C:5]([C:7]2[S:8][C:9]([CH3:15])=[C:10]([C:12]([NH:28][C:29]3[NH:33][N:32]=[N:31][N:30]=3)=[O:13])[N:11]=2)=[CH:4][CH:3]=1. Reported procedure: A solution of 2-(5-methyl-2-thienyl)-5-methyl-4-thiazolecarboxylic acid (300 mg) and CDI (304.9 mg) in dry DMF (3 ml) was allowed to react at room temperature for 1 hour. Then a solution of 5-aminotetrazole (128 mg) in dry DMF (2 ml) was added dropwise and the mixture was heated at 70° C. for 3 hours. The solvent was removed from the reaction mixture, and the residue was treated with water and acidified with 2N-HCl under ice-cooling. The produced solids were filtered with suction, washed suffici... Starting materials: [H+].[H+].Cl[Pt-2](Cl)(Cl)(Cl)(Cl)Cl (chloroplatinic acid), C=CC(CCC=C(C)C)=C (β-myrcene), C(=O)=O (carbon dioxide). Solvent: C(C)(C)O (isopropanol), C(=O)(O)[O-].[Na+] (NaHCO3). Product: [Pt].C=CC(CCC=C(C)C)=C (platinum β-myrcene). RXN SMILES: [H+].[H+].Cl[Pt-2:4](Cl)(Cl)(Cl)(Cl)Cl.C(=O)=O.[CH2:13]=[CH:14][C:15](=[CH2:22])[CH2:16][CH2:17][CH:18]=[C:19]([CH3:21])[CH3:20]>C(O)(C)C.C([O-])(O)=O.[Na+]>[Pt:4].[CH2:13]=[CH:14][C:15](=[CH2:22])[CH2:16][CH2:17][CH:18]=[C:19]([CH3:21])[CH3:20] |f:0.1.2,6.7,8.9|. Reported procedure: The chloroplatinic acid was first dissolved in the isopropanol, NaHCO3 was then added in small portions to avoid the formation of foam, since carbon dioxide was evolved, and the β-myrcene was then added. The reactants are [Br-], [Br-], [Br-], CCC1(C(O)C=Cc2ccc3c(c2)OCO3)CC1, [Li+], BrP(Br)Br, [Zn+2]. The product is CCC(=CC=Cc1ccc2c(c1)OCO2)CCBr. RXN SMILES: [Br-:24].[Br-:25].[Br-:27].[CH2:1]1[O:2][c:3]2[cH:4][c:5]([CH:10]=[CH:11][CH:12]([OH:13])[C:14]3([CH2:17][CH3:18])[CH2:15][CH2:16]3)[cH:6][cH:7][c:8]2[O:9]1.[Li+:23].[P:19]([Br:20])([Br:21])[Br:22].[Zn+2:26]>>[CH2:1]1[O:2][c:3]2[cH:4][c:5]([CH:10]=[CH:11][CH:12]=[C:14]([CH2:15][CH2:16][Br:20])[CH2:17][CH3:18])[cH:6][cH:7][c:8]2[O:9]1. Reactants: C1(CC1)N1C=C(C(C2=CC(=C(C(=C12)F)F)F)=O)C(=O)O (1-cyclopropyl-6,7,8-trifluoro-1,4-dihydro-4-oxo-quinoline-3-carboxylic acid), C1CCC2=NCCCN2CC1 (DBU), Cl.N1(N=NC=C1)C1CNCC1 (3-(1,2,3-triazol-1-yl)pyrrolidine hydrochloride). The solvent is N1=CC=CC=C1 (pyridine). Conditions: temperature 7580 celsius. The product is C1(CC1)N1C=C(C(C2=CC(=C(C(=C12)F)N1CC(CC1)N1N=NC=C1)F)=O)C(=O)O (1-Cyclopropyl-6,8-difluoro-7-[3-(1,2,3-triazol-1-yl)pyrrolidin -1-yl]-1,4-dihydro-4-oxo-quinoline-3-carboxylic acid). As a reaction SMILES: [CH:1]1([N:4]2[C:13]3[C:8](=[CH:9][C:10]([F:16])=[C:11](F)[C:12]=3[F:14])[C:7](=[O:17])[C:6]([C:18]([OH:20])=[O:19])=[CH:5]2)[CH2:3][CH2:2]1.C1CCN2C(=NCCC2)CC1.Cl.[N:33]1([CH:38]2[CH2:42][CH2:41][NH:40][CH2:39]2)[CH:37]=[CH:36][N:35]=[N:34]1>N1C=CC=CC=1>[CH:1]1([N:4]2[C:13]3[C:8](=[CH:9][C:10]([F:16])=[C:11]([N:40]4[CH2:41][CH2:42][CH:38]([N:33]5[CH:37]=[CH:36][N:35]=[N:34]5)[CH2:39]4)[C:12]=3[F:14])[C:7](=[O:17])[C:6]([C:18]([OH:20])=[O:19])=[CH:5]2)[CH2:2][CH2:3]1 |f:2.3|. Reported procedure: A mixture of 1-cyclopropyl-6,7,8-trifluoro-1,4-dihydro-4-oxo-quinoline-3-carboxylic acid (138.5 mg, 0.486 mmol), DBU (190 mg, 1.25 mmol), and 3-(1,2,3-triazol-1-yl)pyrrolidine hydrochloride (216 mg, 1.25 mmol) in pyridine (8 ml) was heated for 20 h at 7580° C. and then pyridine was removed under vacuum. The residue was diluted with acetonitrile. The precipitated solid was washed with acetonitrile, ether and dried at 40° C. Yield: 65 mg (33%), m.p. 244°-246° C. (dec). 1H NMR (TFA) δ: 1.5 (m, 4H),... Starting materials: [I-].[I-].C[N+]1=CC(=CC=C1)C(=O)OC1=CC=2CC[C@H]3[C@@H]4CC[C@@H]([C@@]4(C)CC[C@@H]3C2C=C1)OC(=O)C=1C=[N+](C=CC1)C (1,1'-Dimethyl-3,3'-{[(estra-1,3,5(10)triene-3,17β-diyl)dioxy]dicarbonyl}dipyridinium diiodide), C1(=CC=CC=C1)CN1CC=C(C=C1)C(=O)N (1-(phenylmethyl)-4-(aminocarbonyl)-1,2-dihydropyridine). Run in C(C)#N (acetonitrile), C(Cl)Cl (methylene chloride). Run at temperature 0 celsius. Yields the product CN1C=C(CC=C1)C(=O)OC1=CC=CC=2CC[C@H]3[C@@H]4CC[C@@H]([C@@]4(C)CC[C@@H]3C12)OC(=O)C1=CN(C=CC1)C (1,17β-Bis{[(1-methyl-1,4-dihydropyridin-3-yl)carbonyl]oxy}estra-1,3,5(10)-triene). Reaction SMILES: [I-].[I-].[CH3:3][N+:4]1[CH:9]=[CH:8][CH:7]=[C:6]([C:10]([O:12][C:13]2[CH:30]=[CH:29][C:28]3[C@@H:27]4[C@H:18]([C@H:19]5[C@@:23]([CH2:25][CH2:26]4)([CH3:24])[C@@H:22]([O:31][C:32](C4C=[N+](C)C=CC=4)=[O:33])[CH2:21][CH2:20]5)[CH2:17][CH2:16][C:15]=3[CH:14]=2)=[O:11])[CH:5]=1.C1([CH2:47][N:48]2[CH:53]=[CH:52][C:51](C(N)=O)=[CH:50][CH2:49]2)C=CC=CC=1>C(#N)C.C(Cl)Cl>[CH3:3][N:4]1[CH:9]=[CH:8][CH2:7][C:6]([C:10]([O:12][C:13]2[C:14]3[C@@H:27]4[C@H:18]([C@H:19]5[C@@:23]([CH2:25][CH2:26]4)([CH3:24])[C@@H:22]([O:31][C:32]([C:52]4[CH2:51][CH:50]=[CH:49][N:48]([CH3:47])[CH:53]=4)=[O:33])[CH2:21][CH2:20]5)[CH2:17][CH2:16][C:15]=3[CH:28]=[CH:29][CH:30]=2)=[O:11])=[CH:5]1 |f:0.1.2|. Reported procedure: One gram (1.31 mmol) of the product of Example 71 was dissolved in 100 mL of dry acetonitrile. To that solution, which was flushed with nitrogen, 0.28 g (1.31 mmol) of 1-(phenylmethyl)-4-(aminocarbonyl)-1,2-dihydropyridine was added, and the reaction mixture was stirred at 0° C. for l hour. Removal of the solvent under reduced pressure afforded a solid, which was suspended in methylene chloride and removed by filtration. The filtrate was chromatographed several times on a neutral alumina column ... The reactants are COC(CCCCC(C[C@H]1C(C[C@H]([C@@H]1\C=C\[C@H](CCCCC)OC1OCCCC1)OC1OCCCC1)=O)=O)=O ((13E)-(11α,15S)-6,9-Dioxo-11,15-bis(tetrahydropyran-2-yloxy)prost-13-enoic acid methyl ester), C(C)(=O)O (acetic acid). Run in O (water), O1CCCC1 (tetrahydrofuran). Run at temperature 45 celsius, time 3 hour. Yields the product COC(CCCCC(C[C@H]1C(C[C@H]([C@@H]1\C=C\[C@H](CCCCC)O)O)=O)=O)=O ((13E)-(11α,15S)-6,9-Dioxo-11,15-dihydroxyprost-13-enoic acid methyl ester). Isolated yield 53.1%. Reaction SMILES: [CH3:1][O:2][C:3](=[O:39])[CH2:4][CH2:5][CH2:6][CH2:7][C:8](=[O:38])[CH2:9][C@@H:10]1[C@@H:14](/[CH:15]=[CH:16]/[C@@H:17]([O:23]C2CCCCO2)[CH2:18][CH2:19][CH2:20][CH2:21][CH3:22])[C@H:13]([O:30]C2CCCCO2)[CH2:12][C:11]1=[O:37].C(O)(=O)C>O1CCCC1.O>[CH3:1][O:2][C:3](=[O:39])[CH2:4][CH2:5][CH2:6][CH2:7][C:8](=[O:38])[CH2:9][C@@H:10]1[C@@H:14](/[CH:15]=[CH:16]/[C@@H:17]([OH:23])[CH2:18][CH2:19][CH2:20][CH2:21][CH3:22])[C@H:13]([OH:30])[CH2:12][C:11]1=[O:37]. Reported procedure: To a solution of 480 mg of (13E)-(11α,15S)-6,9-dioxo-11,15-bis(tetrahydropyran-2-yloxy)prost-13-enoic acid methyl ester (prepared as described in Example 1) in 1 ml of tetrahydrofuran was added 3 ml of 65% (v/v) aqueous acetic acid and the mixture was stirred at 45° C. for 3 hours. The reaction mixture was diluted with 16 ml of water and extracted with a mixture of ethyl acetate and n-hexane (1:1). The extract was washed with water, an aqueous solution of sodium bicarbonate and an aqueous soluti...